This data is from the Open Reaction Database (ORD), a public repository of structured organic reaction records. The task is: describe an organic reaction: reactants, conditions, products, and yield Yields the product CS(=O)(=O)N1CCC(=CC1)C1=CN=C2N1C1=CC=C(C=C1N=C2NCCCO)C(F)(F)F (3-[1-(1-methanesulfonyl-1,2,3,6-tetrahydro-pyridin-4-yl)-7-trifluoromethyl-imidazo[1,2-a]quinoxalin-4-ylamino]-propan-ol). The solvent is ClCCl (dichloromethane). Reported procedure: To a solution of 3-[1-(1,2,3,6-tetrahydro-pyridin-4-yl)-7-trifluoromethyl-imidazo[1,2-a]quinoxalin-4-ylamino]-propan-1-ol as prepared in example 27 (50.0 mg; 0.132 mmol; 1 eq) in anhydrous dichloromethane (660 μL) are successively added N,N′-dimethylaminopyridine (16.1 mg; 0.132 mmol; 1 eq) and mesyl chloride (10.3 μL; 0.132 mmol; 1 eq). The solution is allowed to stir at room temperature for 17 hours after which period the reaction is almost complete. The reaction mixture is concentrated under ... As a reaction SMILES: [NH:1]1[CH2:6][CH:5]=[C:4]([C:7]2[N:11]3[C:12]4[C:17]([N:18]=[C:19]([NH:20][CH2:21][CH2:22][CH2:23][OH:24])[C:10]3=[N:9][CH:8]=2)=[CH:16][C:15]([C:25]([F:28])([F:27])[F:26])=[CH:14][CH:13]=4)[CH2:3][CH2:2]1.[S:29](Cl)([CH3:32])(=[O:31])=[O:30].C(#N)C>ClCCl>[CH3:32][S:29]([N:1]1[CH2:2][CH:3]=[C:4]([C:7]2[N:11]3[C:12]4[C:17]([N:18]=[C:19]([NH:20][CH2:21][CH2:22][CH2:23][OH:24])[C:10]3=[N:9][CH:8]=2)=[CH:16][C:15]([C:25]([F:26])([F:28])[F:27])=[CH:14][CH:13]=4)[CH2:5][CH2:6]1)(=[O:31])=[O:30]. The yield is 15.0%. Reaction conditions: time 17 hour. Reactants: C(C)#N (acetonitrile), N1CCC(=CC1)C1=CN=C2N1C1=CC=C(C=C1N=C2NCCCO)C(F)(F)F (3-[1-(1,2,3,6-tetrahydro-pyridin-4-yl)-7-trifluoromethyl-imidazo[1,2-a]quinoxalin-4-ylamino]-propan-1-ol), S(=O)(=O)(C)Cl (mesyl chloride), N,N′-dimethylaminopyridine. The reactants are C1CCOC1, COC(=O)c1ccc2sc(C(=O)NOC3CCCCO3)cc2c1, [Na+], [OH-]. Product: O=C(O)c1ccc2sc(C(=O)NOC3CCCCO3)cc2c1. As a reaction SMILES: [CH2:24]1[O:25][CH2:26][CH2:27][CH2:28]1.[CH3:1][O:2][C:3](=[O:4])[c:5]1[cH:6][c:7]2[c:8]([s:9][c:10]([C:12]([NH:13][O:14][CH:15]3[O:16][CH2:17][CH2:18][CH2:19][CH2:20]3)=[O:21])[cH:11]2)[cH:22][cH:23]1.[Na+:30].[OH-:29]>>[O:2]=[C:3]([OH:4])[c:5]1[cH:6][c:7]2[c:8]([s:9][c:10]([C:12]([NH:13][O:14][CH:15]3[O:16][CH2:17][CH2:18][CH2:19][CH2:20]3)=[O:21])[cH:11]2)[cH:22][cH:23]1. Reactants: C(C)(C)(C)OC(=O)NCC1=CC(=C(C=C1)OS(=O)(=O)C(F)(F)F)OC(F)(F)F (trifluoro-methanesulfonicacid-4-(tert-butoxycarbonylaminomethyl)-2-trifluoromethoxy-phenyl ester), ClC=1C=CC(NC1)(B(O)O)OC (5-chloro-2-methoxypyridine boronic acid), C1(=CC=CC=C1)C (toluene), C([O-])([O-])=O.[Na+].[Na+] (sodium carbonate). The reagents and catalysts are [Pd].C1(=CC=CC=C1)P(C1=CC=CC=C1)C1=CC=CC=C1.C1(=CC=CC=C1)P(C1=CC=CC=C1)C1=CC=CC=C1.C1(=CC=CC=C1)P(C1=CC=CC=C1)C1=CC=CC=C1.C1(=CC=CC=C1)P(C1=CC=CC=C1)C1=CC=CC=C1 (tetrakis(triphenylphosphine) palladium (0)). Run in CCCCCCC.C(C)(=O)OCC (heptane ethyl acetate), C(C)O (ethanol). Conditions: temperature 120 celsius. The product is C(C)(C)(C)OC(NCC1=CC(=C(C=C1)C=1C(=NC=C(C1)Cl)OC)OC(F)(F)F)=O ([4-(5-chloro-2-methoxypyridin-3-yl)-3-trifluoromethoxy-benzyl]-carbamic acid-tert-butyl ester). Yield: 42.3%. As a reaction SMILES: [C:1]([O:5][C:6]([NH:8][CH2:9][C:10]1[CH:15]=[CH:14][C:13](OS(C(F)(F)F)(=O)=O)=[C:12]([O:24][C:25]([F:28])([F:27])[F:26])[CH:11]=1)=[O:7])([CH3:4])([CH3:3])[CH3:2].[Cl:29][C:30]1[CH:31]=[CH:32][C:33]([O:39][CH3:40])(B(O)O)[NH:34][CH:35]=1.C1(C)C=CC=CC=1.C(=O)([O-])[O-].[Na+].[Na+]>[Pd].C1(P(C2C=CC=CC=2)C2C=CC=CC=2)C=CC=CC=1.C1(P(C2C=CC=CC=2)C2C=CC=CC=2)C=CC=CC=1.C1(P(C2C=CC=CC=2)C2C=CC=CC=2)C=CC=CC=1.C1(P(C2C=CC=CC=2)C2C=CC=CC=2)C=CC=CC=1.CCCCCCC.C(OCC)(=O)C.C(O)C>[C:1]([O:5][C:6](=[O:7])[NH:8][CH2:9][C:10]1[CH:15]=[CH:14][C:13]([C:32]2[C:33]([O:39][CH3:40])=[N:34][CH:35]=[C:30]([Cl:29])[CH:31]=2)=[C:12]([O:24][C:25]([F:28])([F:27])[F:26])[CH:11]=1)([CH3:4])([CH3:3])[CH3:2] |f:3.4.5,6.7.8.9.10,11.12|. Procedure details: To 4-hydroxy-3-trifluoromethoxy-benzylaldehyde (1.0 g, 4.85 mmol) in dry pyridine (4 ml) at 0° C. was slowly added trifluoromethane sulfonic anhydride maintaining the reaction temperature at 0° C. The mixture was allowed to warm to ambient temperature and left to stir for 1 h. The reaction mixture was quenched with water (50 ml) and extracted with ethyl acetate. The combined extracts were washed with 2M hydrochloric acid, water and dried over anhydrous magnesium sulfate. The solvent was evaporat... The reactants are C(C)(=O)[O-].[Na+] (sodium acetate), COC1=CC=C(CNC2=NC3=CC=C(C=C3C=C2/C=C/C(=O)NCC2CCCCC2)Br)C=C1 ((E)-3-(2-(4-methoxybenzylamino)-6-bromoquinolin-3-yl)-N-(cyclohexylmethyl)acrylamide), COC1=CC=C(CNC2=NC3=CC=C(C=C3C=C2/C=C/C(=O)NCC2CCCCC2)Br)C=C1 ((E)-3-(2-(4-methoxybenzylamino)-6-bromoquinolin-3-yl)-N-(cyclohexylmethyl)acrylamide), CC1=CC=C(C=C1)S(=O)(=O)NN (4-methylbenzenesulfonohydrazide). Run in O (water), COCCOC (DME). Run at temperature 86 celsius. The product is COC1=CC=C(CNC2=NC3=CC=C(C=C3C=C2CCC(=O)NCC2CCCCC2)Br)C=C1 (3-(2-(4-methoxybenzylamino)-6-bromoquinolin-3-yl)-N-(cyclohexylmethyl)propanamide). As a reaction SMILES: [CH3:1][O:2][C:3]1[CH:33]=[CH:32][C:6]([CH2:7][NH:8][C:9]2[C:18](/[CH:19]=[CH:20]/[C:21]([NH:23][CH2:24][CH:25]3[CH2:30][CH2:29][CH2:28][CH2:27][CH2:26]3)=[O:22])=[CH:17][C:16]3[C:11](=[CH:12][CH:13]=[C:14]([Br:31])[CH:15]=3)[N:10]=2)=[CH:5][CH:4]=1.CC1C=CC(S(NN)(=O)=O)=CC=1.C([O-])(=O)C.[Na+]>COCCOC.O>[CH3:1][O:2][C:3]1[CH:4]=[CH:5][C:6]([CH2:7][NH:8][C:9]2[C:18]([CH2:19][CH2:20][C:21]([NH:23][CH2:24][CH:25]3[CH2:30][CH2:29][CH2:28][CH2:27][CH2:26]3)=[O:22])=[CH:17][C:16]3[C:11](=[CH:12][CH:13]=[C:14]([Br:31])[CH:15]=3)[N:10]=2)=[CH:32][CH:33]=1 |f:2.3|. Procedure: To a stirred solution of (E)-3-(2-(4-methoxybenzylamino)-6-bromoquinolin-3-yl)-N-(cyclohexylmethyl)acrylamide (representative compound 10; 3.7 g, 7.3 mmol) in DME (100 mL) was added 4-methylbenzenesulfonohydrazide (13.6 g, 72.8 mmol). The mixture was brought to reflux at 86° C. and then via addition funnel was added dropwise a solution of sodium acetate (10.4 g, 127 mmol) in water (60 mL) over 1.5 h. Once the addition was complete, the reaction was refluxed for an additional 30 min, and then coo... Reactants: C1CCOC1, COC(=O)CNS(=O)(=O)c1ccc(C)cc1, CCOC(=O)N=NC(=O)OCC, CC(C)OC(=O)c1ncccc1CO, c1ccc(P(c2ccccc2)c2ccccc2)cc1. Product: COC(=O)CN(Cc1cccnc1C(=O)OC(C)C)S(=O)(=O)c1ccc(C)cc1. As a reaction SMILES: [CH2:62]1[O:63][CH2:64][CH2:65][CH2:66]1.[CH3:15][c:16]1[cH:17][cH:18][c:19]([S:22](=[O:23])(=[O:24])[NH:25][CH2:26][C:27](=[O:28])[O:29][CH3:30])[cH:20][cH:21]1.[O:50]=[C:51]([O:52][CH2:53][CH3:54])[N:55]=[N:56][C:57]([O:58][CH2:59][CH3:60])=[O:61].[OH:1][CH2:2][c:3]1[c:4]([C:9](=[O:10])[O:11][CH:12]([CH3:13])[CH3:14])[n:5][cH:6][cH:7][cH:8]1.[c:31]1([P:32]([c:33]2[cH:34][cH:35][cH:36][cH:37][cH:38]2)[c:39]2[cH:40][cH:41][cH:42][cH:43][cH:44]2)[cH:45][cH:46][cH:47][cH:48][cH:49]1>>[CH2:2]([c:3]1[c:4]([C:9](=[O:10])[O:11][CH:12]([CH3:13])[CH3:14])[n:5][cH:6][cH:7][cH:8]1)[N:25]([S:22]([c:19]1[cH:18][cH:17][c:16]([CH3:15])[cH:21][cH:20]1)(=[O:23])=[O:24])[CH2:26][C:27](=[O:28])[O:29][CH3:30]. Reactants: C(C)(C)N1CCC(CC1)OC1=CC=2C=C3N(C2C=C1)CCNC3=O (8-(1-Isopropyl-piperidin-4-yloxy)-3,4-dihydro-2H-pyrazino[1,2-a]indol-1-one), [H-].[Na+] (sodium hydride), COCCBr (2-bromoethyl methyl ether). The product is C(C)(C)N1CCC(CC1)OC1=CC=2C=C3N(C2C=C1)CCN(C3=O)CCOC (8-(1-Isopropyl-piperidin-4-yloxy)-2-(2-methoxy-ethyl)-3,4-dihydro-2H-pyrazino[1,2-a]indol-1-one), product. The yield is 28.0%. As a reaction SMILES: [CH:1]([N:4]1[CH2:9][CH2:8][CH:7]([O:10][C:11]2[CH:19]=[CH:18][C:17]3[N:16]4[CH2:20][CH2:21][NH:22][C:23](=[O:24])[C:15]4=[CH:14][C:13]=3[CH:12]=2)[CH2:6][CH2:5]1)([CH3:3])[CH3:2].[H-].[Na+].[CH3:27][O:28][CH2:29][CH2:30]Br>>[CH:1]([N:4]1[CH2:9][CH2:8][CH:7]([O:10][C:11]2[CH:19]=[CH:18][C:17]3[N:16]4[CH2:20][CH2:21][N:22]([CH2:30][CH2:29][O:28][CH3:27])[C:23](=[O:24])[C:15]4=[CH:14][C:13]=3[CH:12]=2)[CH2:6][CH2:5]1)([CH3:3])[CH3:2] |f:1.2|. Procedure details: The title compound was synthesized in analogy to example 17, from 8-(1-isopropyl-piperidin-4-yloxy)-3,4-dihydro-2H-pyrazino[1,2-a]indol-1-one (example 1), sodium hydride and 2-bromoethyl methyl ether, to give the product as a white solid (28%).